This data is from the Open Reaction Database (ORD), a public repository of structured organic reaction records. The task is: describe an organic reaction: reactants, conditions, products, and yield Starting materials: N1C=CC=2C1=NC=C(C2)N (1H-Pyrrolo[2,3-b]pyridin-5-amine), FC1=C(C(=O)O)C(=CC=C1NS(=O)(=O)CCC)F (2,6-difluoro-3-(propylsulfonamido)benzoic acid), CCN=C=NCCCN(C)C (EDCI), C=1C=CC2=C(C1)N=NN2O (HOBt). The solvent is CN(C)C=O (DMF). Run at time 8 hour. The product is FC1=C(C(=O)NC=2C=C3C(=NC2)NC=C3)C(=CC=C1NS(=O)(=O)CCC)F (2,6-difluoro-3-(propylsulfonamido)-N-(1H-pyrrolo[2,3-b]pyridin-5-yl)benzamide). Isolated yield 52.5%. As a reaction SMILES: [NH:1]1[C:5]2=[N:6][CH:7]=[C:8]([NH2:10])[CH:9]=[C:4]2[CH:3]=[CH:2]1.[F:11][C:12]1[C:20]([NH:21][S:22]([CH2:25][CH2:26][CH3:27])(=[O:24])=[O:23])=[CH:19][CH:18]=[C:17]([F:28])[C:13]=1[C:14](O)=[O:15].CCN=C=NCCCN(C)C.C1C=CC2N(O)N=NC=2C=1>CN(C=O)C>[F:11][C:12]1[C:20]([NH:21][S:22]([CH2:25][CH2:26][CH3:27])(=[O:23])=[O:24])=[CH:19][CH:18]=[C:17]([F:28])[C:13]=1[C:14]([NH:10][C:8]1[CH:9]=[C:4]2[CH:3]=[CH:2][NH:1][C:5]2=[N:6][CH:7]=1)=[O:15]. Reported procedure: 1H-Pyrrolo[2,3-b]pyridin-5-amine (9.97 g, 74.88 mmol), 2,6-difluoro-3-(propylsulfonamido)benzoic acid (23.00 g, 82.37 mmol), EDCI (15.79 g, 82.37 mmol), and HOBt (11.13 g, 82.37 mmol) were charged to a 2 L round-bottomed flask. DMF was added to give a homogeneous solution, and the reaction mixture was stirred at room temperature overnight. The solution was partitioned between water and EtOAc. The aqueous layer was extracted with EtOAc (3×), and the combined organics were washed with water (3×), ... The reactants are O=C([O-])[O-], CI, CC(C)=O, COc1cc2c(cc1OC)C(C1(c3ccc(Cl)cc3Cl)CCC1)NCC2, [K+], [K+]. The product is COc1cc2c(cc1OC)C(C1(c3ccc(Cl)cc3Cl)CCC1)N(C)CC2. As a reaction SMILES: [C:29](=[O:30])([O-:31])[O-:32].[CH3:1][I:2].[CH3:35][C:36](=[O:37])[CH3:38].[Cl:3][c:4]1[c:5]([C:11]2([CH:15]3[NH:16][CH2:17][CH2:18][c:19]4[cH:20][c:21]([O:27][CH3:28])[c:22]([O:25][CH3:26])[cH:23][c:24]43)[CH2:12][CH2:13][CH2:14]2)[cH:6][cH:7][c:8]([Cl:10])[cH:9]1.[K+:33].[K+:34]>>[Cl:3][c:4]1[c:5]([C:11]2([CH:15]3[N:16]([CH3:29])[CH2:17][CH2:18][c:19]4[cH:20][c:21]([O:27][CH3:28])[c:22]([O:25][CH3:26])[cH:23][c:24]43)[CH2:12][CH2:13][CH2:14]2)[cH:6][cH:7][c:8]([Cl:10])[cH:9]1. The reactants are C(=O)([O-])[O-].[Cs+].[Cs+] (Cs2CO3), CC1=NOC(=C1C=1C=C(C2=C(NC(N2)=O)C1)B1OC(C(O1)(C)C)(C)C)C (6-(3,5-dimethylisoxazol-4-yl)-4-(4,4,5,5-tetramethyl-1,3,2-dioxaborolan-2-yl)-1H-benzo[d]imidazol-2(3H)-one), BrC1=C(C=NN1C1=CC=CC=C1)C (5-bromo-4-methyl-1-phenyl-1H-pyrazole), COCCOC (1,2-dimethoxyethane). The solvent is O (water). Conditions: temperature 130 celsius. Product: product, CC1=NOC(=C1C=1C=C(C2=C(NC(N2)=O)C1)C1=C(C=NN1C1=CC=CC=C1)C)C (6-(3,5-dimethylisoxazol-4-yl)-4-(4-methyl-1-phenyl-1H-pyrazol-5-yl)-1H-benzo[d]imidazol-2(3H)-one). The yield is 12.0%. Reaction SMILES: [CH3:1][C:2]1[C:6]([C:7]2[CH:8]=[C:9](B3OC(C)(C)C(C)(C)O3)[C:10]3[NH:14][C:13](=[O:15])[NH:12][C:11]=3[CH:16]=2)=[C:5]([CH3:26])[O:4][N:3]=1.Br[C:28]1[N:32]([C:33]2[CH:38]=[CH:37][CH:36]=[CH:35][CH:34]=2)[N:31]=[CH:30][C:29]=1[CH3:39].COCCOC.C([O-])([O-])=O.[Cs+].[Cs+]>O>[CH3:1][C:2]1[C:6]([C:7]2[CH:8]=[C:9]([C:28]3[N:32]([C:33]4[CH:38]=[CH:37][CH:36]=[CH:35][CH:34]=4)[N:31]=[CH:30][C:29]=3[CH3:39])[C:10]3[NH:14][C:13](=[O:15])[NH:12][C:11]=3[CH:16]=2)=[C:5]([CH3:26])[O:4][N:3]=1 |f:3.4.5|. Reported procedure: 6-(3,5-dimethylisoxazol-4-yl)-4-(4,4,5,5-tetramethyl-1,3,2-dioxaborolan-2-yl)-1H-benzo[d]imidazol-2(3H)-one (30 mg, 0.084 mmol) and 5-bromo-4-methyl-1-phenyl-1H-pyrazole (30 mg, 0.13 mmol) was added to a solvent mixture of 1,2-dimethoxyethane (2 ml) and water (1 ml). To the above mixture were added PEPPSI-Ipr (5.4 mg, 0.008 mmol) and Cs2CO3 (83 mg, 0.25 mmol). The reaction mixture was heated at 130° C. in microwave reactor for 30 mins. The reaction mixture was then filtered and organic solvent w... Starting materials: C1CCOC1, [Li]CCCC, CCCOc1ccc(OCOC)cc1OCOC, CI. The product is CCCOc1ccc(OCOC)c(C)c1OCOC. RXN SMILES: [CH2:26]1[O:27][CH2:28][CH2:29][CH2:30]1.[CH3:19][CH2:20][CH2:21][CH2:22][Li:23].[CH3:1][O:2][CH2:3][O:4][c:5]1[c:6]([O:15][CH2:16][CH2:17][CH3:18])[cH:7][cH:8][c:9]([O:11][CH2:12][O:13][CH3:14])[cH:10]1.[CH3:24][I:25]>>[CH3:1][O:2][CH2:3][O:4][c:5]1[c:6]([O:15][CH2:16][CH2:17][CH3:18])[cH:7][cH:8][c:9]([O:11][CH2:12][O:13][CH3:14])[c:10]1[CH3:19]. Reactants: C(C)(C)(C)OC(NC1=C(C=C(C=C1)I)[N+](=O)[O-])=O ((4-Iodo-2-nitro-phenyl)-carbamic acid tert.-butyl ester), FC(OC1=CC=C(C=C1)B(O)O)(F)F (4-(trifluoromethoxy)benzene boronic acid). Yields the product C(C)(C)(C)OC(NC1=C(C=C(C=C1)C1=CC=C(C=C1)OC(F)(F)F)[N+](=O)[O-])=O ((3-Nitro-4′-trifluoromethoxy-biphenyl-4-yl)-carbamic acid tert.-butyl ester). Reaction SMILES: [C:1]([O:5][C:6](=[O:18])[NH:7][C:8]1[CH:13]=[CH:12][C:11](I)=[CH:10][C:9]=1[N+:15]([O-:17])=[O:16])([CH3:4])([CH3:3])[CH3:2].[F:19][C:20]([F:32])([F:31])[O:21][C:22]1[CH:27]=[CH:26][C:25](B(O)O)=[CH:24][CH:23]=1>>[C:1]([O:5][C:6](=[O:18])[NH:7][C:8]1[CH:13]=[CH:12][C:11]([C:25]2[CH:24]=[CH:23][C:22]([O:21][C:20]([F:19])([F:31])[F:32])=[CH:27][CH:26]=2)=[CH:10][C:9]=1[N+:15]([O-:17])=[O:16])([CH3:4])([CH3:3])[CH3:2]. Procedure: Prepared from (4-iodo-2-nitro-phenyl)-carbamic acid tert.-butyl ester (Example A1) and 4-(trifluoromethoxy)benzene boronic acid according to the general procedure B. Obtained as an orange solid (569 mg). The reactants are CCN(CCCCCBr)S(=O)(=O)c1c(C)cc(C)cc1C, Cc1ccccc1, CCOC(C)=O, [H-], [Na+], CN(C)C=O, CCN(CCCCNS(=O)(=O)c1c(C)cc(C)cc1C)S(=O)(=O)c1c(C)cc(C)cc1C. Yields the product CCN(CCCCCN(CCCCN(CC)S(=O)(=O)c1c(C)cc(C)cc1C)S(=O)(=O)c1c(C)cc(C)cc1C)S(=O)(=O)c1c(C)cc(C)cc1C. As a reaction SMILES: [Br:35][CH2:36][CH2:37][CH2:38][CH2:39][CH2:40][N:41]([S:42](=[O:43])(=[O:44])[c:45]1[c:46]([CH3:53])[cH:47][c:48]([CH3:52])[cH:49][c:50]1[CH3:51])[CH2:54][CH3:55].[CH3:56][c:57]1[cH:58][cH:59][cH:60][cH:61][cH:62]1.[CH3:63][CH2:64][O:65][C:66]([CH3:67])=[O:68].[H-:2].[Na+:1].[O:69]=[CH:70][N:71]([CH3:72])[CH3:73].[c:3]1([CH3:34])[c:4]([S:11](=[O:12])(=[O:13])[N:14]([CH2:15][CH2:16][CH2:17][CH2:18][NH:19][S:20](=[O:21])(=[O:22])[c:23]2[c:24]([CH3:31])[cH:25][c:26]([CH3:30])[cH:27][c:28]2[CH3:29])[CH2:32][CH3:33])[c:5]([CH3:10])[cH:6][c:7]([CH3:9])[cH:8]1>>[c:3]1([CH3:34])[c:4]([S:11](=[O:12])(=[O:13])[N:14]([CH2:15][CH2:16][CH2:17][CH2:18][N:19]([S:20](=[O:21])(=[O:22])[c:23]2[c:24]([CH3:31])[cH:25][c:26]([CH3:30])[cH:27][c:28]2[CH3:29])[CH2:36][CH2:37][CH2:38][CH2:39][CH2:40][N:41]([S:42](=[O:43])(=[O:44])[c:45]2[c:46]([CH3:53])[cH:47][c:48]([CH3:52])[cH:49][c:50]2[CH3:51])[CH2:54][CH3:55])[CH2:32][CH3:33])[c:5]([CH3:10])[cH:6][c:7]([CH3:9])[cH:8]1. The reactants are COC(C1=CC(C(=O)OC)=CC(=C1)S(NC1=C(C=C(C=C1F)F)F)(=O)=O)=O (5-[N-(2,4,6-trifluorophenyl)sulfamoyl]-isophthalic acid dimethyl ester), [OH-].[Na+] (NaOH). Run in O1CCOCC1 (dioxane). Conditions: temperature 50 celsius, time 3 hour. The product is FC1=C(C(=CC(=C1)F)F)NS(=O)(=O)C=1C=C(C=C(C(=O)O)C1)C(=O)O (5-[N-(2,4,6-Trifluorophenyl)sulfamoyl]-isophthalic acid). RXN SMILES: C[O:2][C:3](=[O:27])[C:4]1[CH:13]=[C:12]([S:14](=[O:26])(=[O:25])[NH:15][C:16]2[C:21]([F:22])=[CH:20][C:19]([F:23])=[CH:18][C:17]=2[F:24])[CH:11]=[C:6]([C:7]([O:9]C)=[O:8])[CH:5]=1.[OH-].[Na+]>O1CCOCC1>[F:24][C:17]1[CH:18]=[C:19]([F:23])[CH:20]=[C:21]([F:22])[C:16]=1[NH:15][S:14]([C:12]1[CH:13]=[C:4]([C:3]([OH:27])=[O:2])[CH:5]=[C:6]([CH:11]=1)[C:7]([OH:9])=[O:8])(=[O:25])=[O:26] |f:1.2|. Procedure details: 6.05 g (15 mmol) of 5-[N-(2,4,6-trifluorophenyl)sulfamoyl]-isophthalic acid dimethyl ester is dissolved in 60 ml of dioxane, 15 ml (30 mmol) of 2N NaOH is added and it is stirred for 3 hours at 50° C. The solution is then concentrated by evaporation to about 15 ml at reduced pressure, acidified with 2N hydrochloric acid and the resulting solid precipitate is suctioned off. The filter residue is dissolved in ethyl acetate, the solution is shaken out twice with water, dried on sodium sulfate, filt...